Dataset: the Open Reaction Database (ORD), a public repository of structured organic reaction records. Task: describe an organic reaction: reactants, conditions, products, and yield Run at time 8 hour. Yield: 78.0%. Procedure: Methyl trifluoracetate (4.2 g) was added to a solution of 3-amino-2,3,4,5-tetrahydro-1-(4trifluoromethylphenoxy)-1H-3-benzazepine (8.4 g) in 100 mL anhydrous methanol and triethylamine (3.3 g). The solution was allowed to stand overnight at ambient temperature and thereafter concentrated. The residue was triturated with ether and the resultant product was collected and dried to yield 8.5 g white solid, mp 192°-195°. Run in CO (methanol), C(C)N(CC)CC (triethylamine). Reaction SMILES: [F:1][C:2]([F:8])([F:7])[C:3](OC)=[O:4].[NH2:9][N:10]1[CH2:16][CH:15]([O:17][C:18]2[CH:23]=[CH:22][C:21]([C:24]([F:27])([F:26])[F:25])=[CH:20][CH:19]=2)[C:14]2[CH:28]=[CH:29][CH:30]=[CH:31][C:13]=2[CH2:12][CH2:11]1>CO.C(N(CC)CC)C>[F:27][C:24]([F:25])([F:26])[C:21]1[CH:22]=[CH:23][C:18]([O:17][CH:15]2[C:14]3[CH:28]=[CH:29][CH:30]=[CH:31][C:13]=3[CH2:12][CH2:11][N:10]([NH:9][C:3](=[O:4])[C:2]([F:1])([F:7])[F:8])[CH2:16]2)=[CH:19][CH:20]=1. Starting materials: FC(C(=O)OC)(F)F (Methyl trifluoracetate), NN1CCC2=C(C(C1)OC1=CC=C(C=C1)C(F)(F)F)C=CC=C2 (3-amino-2,3,4,5-tetrahydro-1-(4trifluoromethylphenoxy)-1H-3-benzazepine). Product: FC(C1=CC=C(OC2CN(CCC3=C2C=CC=C3)NC(C(F)(F)F)=O)C=C1)(F)F (N-[2,3,4,5-Tetrahydro-1-(4-trifluoromethylphenoxy)-1H-3-benzazepin-3-yl]trifluoroacetamide).